Dataset: the Open Reaction Database (ORD), a public repository of structured organic reaction records. Task: describe an organic reaction: reactants, conditions, products, and yield The reactants are CCC(=O)NC=1SC(=CC1C(C1=C(C=CC=C1)F)=O)Cl (2-(N-methylacetylamino)-3-(o-fluorobenzoyl)-5-chlorothiophene), Cl (hydrochloric acid). Solvent: C(C)O (ethanol). Conditions: temperature 90 celsius. Product: CNC=1SC(=CC1C(C1=C(C=CC=C1)F)=O)Cl (2-(N-methylamino)-3-(o-fluorobenzoyl)-5-chlorothiophene). As a reaction SMILES: CC[C:3]([NH:5][C:6]1[S:7][C:8]([Cl:20])=[CH:9][C:10]=1[C:11](=[O:19])[C:12]1[CH:17]=[CH:16][CH:15]=[CH:14][C:13]=1[F:18])=O.Cl>C(O)C>[CH3:3][NH:5][C:6]1[S:7][C:8]([Cl:20])=[CH:9][C:10]=1[C:11](=[O:19])[C:12]1[CH:17]=[CH:16][CH:15]=[CH:14][C:13]=1[F:18]. Procedure details: To a solution of 1.5 g of 2-(N-methylacetylamino)-3-(o-fluorobenzoyl)-5-chlorothiophene in 7 ml of ethanol is added 4 ml of 6 N aqueous hydrochloric acid. The mixture is heated at 90°C for 2 hours, evaporated under reduced pressure to a residue, neutralized with aqueous ammonia, then extracted with ether. The ether extracts are washed with water, dried over sodium sulfate, when evaporated under reduced pressure to a oil, which is chromatographed on silica gel using chloroform as an eluent to giv...